From a dataset of the Open Reaction Database (ORD), a public repository of structured organic reaction records. describe an organic reaction: reactants, conditions, products, and yield Yields the product F[B-](F)(F)F.C(C)OC(=O)N1CCN(CC1)C1=NC(=CC=C1[N+]#N)N(C1CC1)C(C)=O (2-[4-(Ethoxycarbonyl)-1-piperazinyl]-6-(acetylcyclopropylamino)-3-pyridinediazonium tetrafluoroborate). Solvent: O (water), CCOCC (ether). RXN SMILES: [C:1]([N:4]([CH:23]1[CH2:25][CH2:24]1)[C:5]1[N:10]=[C:9]([N:11]2[CH2:16][CH2:15][N:14]([C:17]([O:19][CH2:20][CH3:21])=[O:18])[CH2:13][CH2:12]2)[C:8]([NH2:22])=[CH:7][CH:6]=1)(=[O:3])[CH3:2].C(O)C.[F:29][B-:30]([F:33])([F:32])[F:31].[H+].[N:35]([O-])=O.[Na+]>O.CCOCC>[F:29][B-:30]([F:33])([F:32])[F:31].[CH2:20]([O:19][C:17]([N:14]1[CH2:15][CH2:16][N:11]([C:9]2[C:8]([N+:22]#[N:35])=[CH:7][CH:6]=[C:5]([N:4]([C:1](=[O:3])[CH3:2])[CH:23]3[CH2:24][CH2:25]3)[N:10]=2)[CH2:12][CH2:13]1)=[O:18])[CH3:21] |f:2.3,4.5,8.9|. Procedure: A solution of 20.8 g (60 mmole) of 4-[6-(acetylcyclopropylamino)-3-amino-2-pyridinyl]-1-piperazinecarboxylic acid, ethyl ester, 44 ml of ethanol and 27 ml of 48% tetrafluoroboric acid was cooled to 0° C. and treated dropwise with a solution of 4.56 g (66 mmol) of sodium nitrite in 8 ml of water under a nitrogen atmosphere keeping the temperature 0°-5° C. After the addition was complete, the reaction was stirred at 0°-5° C. for one hour and treated with 150 ml of anhydrous ether keeping the tempe... Conditions: time 1 hour. Starting materials: C(C)(=O)N(C1=CC=C(C(=N1)N1CCN(CC1)C(=O)OCC)N)C1CC1 (4-[6-(acetylcyclopropylamino)-3-amino-2-pyridinyl]-1-piperazinecarboxylic acid, ethyl ester), C(C)O (ethanol), F[B-](F)(F)F.[H+] (tetrafluoroboric acid), N(=O)[O-].[Na+] (sodium nitrite).